From a dataset of the Open Reaction Database (ORD), a public repository of structured organic reaction records. describe an organic reaction: reactants, conditions, products, and yield Reactants: CC(C)=O, CCN(C(C)C)C(C)C, O=C(Cl)CCl, CNC(=O)c1cc(N)c(C)cc1Br, O. Product: CNC(=O)c1cc(NC(=O)CCl)c(C)cc1Br. RXN SMILES: [CH3:29][C:30](=[O:31])[CH3:32].[CH:14]([N:15]([CH2:16][CH3:17])[CH:18]([CH3:19])[CH3:20])([CH3:21])[CH3:22].[Cl:23][CH2:24][C:25](=[O:26])[Cl:27].[NH2:1][c:2]1[c:3]([CH3:13])[cH:4][c:5]([Br:12])[c:6]([C:7](=[O:8])[NH:9][CH3:10])[cH:11]1.[OH2:28]>>[NH:1]([c:2]1[c:3]([CH3:13])[cH:4][c:5]([Br:12])[c:6]([C:7](=[O:8])[NH:9][CH3:10])[cH:11]1)[C:25]([CH2:24][Cl:23])=[O:26]. Reactants: FC1=C(C=C(C#N)C=C1)C (4-fluoro-3-methyl-benzonitrile), CN1CCNCCC1 (1-N-methyl-[1,4]diazepan). The product is CC=1C=C(C#N)C=CC1N1CCN(CCC1)C (3-methyl-4-(4-N-methyl-[1,4]diazepan-1-yl)-benzonitrile). RXN SMILES: F[C:2]1[CH:9]=[CH:8][C:5]([C:6]#[N:7])=[CH:4][C:3]=1[CH3:10].[CH3:11][N:12]1[CH2:18][CH2:17][CH2:16][NH:15][CH2:14][CH2:13]1>>[CH3:10][C:3]1[CH:4]=[C:5]([CH:8]=[CH:9][C:2]=1[N:15]1[CH2:16][CH2:17][CH2:18][N:12]([CH3:11])[CH2:13][CH2:14]1)[C:6]#[N:7]. Procedure details: 7.00 g (51.8 mmol) 4-fluoro-3-methyl-benzonitrile are heated to 110° C. together with 1-N-methyl-[1,4]diazepan for 1 week with stirring. After evaporation i. vac. the residue is separated on aluminium oxide (eluant: dichloromethane) and the corresponding fractions are again purified on silica gel (eluting gradient: dichloromethane/methanol 100:1→9:1).